This data is from the Open Reaction Database (ORD), a public repository of structured organic reaction records. The task is: describe an organic reaction: reactants, conditions, products, and yield The reactants are CO, O=C(O)c1cc([N+](=O)[O-])cc(C(F)(F)F)c1. Product: Nc1cc(C(=O)O)cc(C(F)(F)F)c1. As a reaction SMILES: [CH3:17][OH:18].[N+:1]([O-:2])(=[O:3])[c:4]1[cH:5][c:6]([C:7](=[O:8])[OH:9])[cH:10][c:11]([C:13]([F:14])([F:15])[F:16])[cH:12]1>>[NH2:1][c:4]1[cH:5][c:6]([C:7](=[O:8])[OH:9])[cH:10][c:11]([C:13]([F:14])([F:15])[F:16])[cH:12]1. Starting materials: CC=1N=CN2C(NN=CC21)=S (8-methyl-imidazo[1,5-d]-as-triazine-4(3H)-thione), [Na] (sodium), CI (methyl iodide). Run in CO (methanol). Run at time 30 minute. The product is CC=1N=CN2C(=NN=CC21)SC (8-Methyl-4-(methylthio)-imidazo[1,5-d]-as-triazine). RXN SMILES: [CH3:1][C:2]1[N:3]=[CH:4][N:5]2[C:10]=1[CH:9]=[N:8][NH:7][C:6]2=[S:11].[Na].[CH3:13]I>CO>[CH3:1][C:2]1[N:3]=[CH:4][N:5]2[C:10]=1[CH:9]=[N:8][N:7]=[C:6]2[S:11][CH3:13] |^1:11|. Procedure details: A 1.66 gm. portion of 8-methyl-imidazo[1,5-d]-as-triazine-4(3H)-thione is added to a solution of 0.23 gm. of sodium in 10 ml. of methanol. A 0.75 ml. portion of methyl iodide is added, the mixture is allowed to stand for 30 minutes and then evaporated to dryness. The product is chromatographed on a silica gel column. The appropriate fractions are recrystallized from acetone giving the desired product, m.p. 128°-129° C. Reactants: FC(C(=O)O)(F)F (trifluoroacetic acid), C(C)(C)(C)OC(=O)N1C(CCC1)COC(=O)N1CCN(CC1)C1=NC(=NC(=C1)N1CCCC1)N1CCCC1 ((-)-N'-[(1-(tert-butoxycarbonyl)pyrrolidin-2-yl)methoxycarbonyl]-N-[2,6-bis(pyrrolidin-1-yl)pyrimidin-4-yl)piperazine), [OH-].[Na+] (sodium hydroxide). Solvent: C(Cl)Cl (methylene chloride). Conditions: time 18 hour. Product: N1C(CCC1)COC(=O)N1CCN(CC1)C1=NC(=NC(=C1)N1CCCC1)N1CCCC1 ((+)-N'-[(pyrrolidin-2-yl)methoxycarbonyl]-N-[2,6-bis(pyrrolidin-1-yl)pyrimidin-4-yl]piperazine). Isolated yield 80.1%. As a reaction SMILES: FC(F)(F)C(O)=O.C(OC([N:15]1[CH2:19][CH2:18][CH2:17][CH:16]1[CH2:20][O:21][C:22]([N:24]1[CH2:29][CH2:28][N:27]([C:30]2[CH:35]=[C:34]([N:36]3[CH2:40][CH2:39][CH2:38][CH2:37]3)[N:33]=[C:32]([N:41]3[CH2:45][CH2:44][CH2:43][CH2:42]3)[N:31]=2)[CH2:26][CH2:25]1)=[O:23])=O)(C)(C)C.[OH-].[Na+]>C(Cl)Cl>[NH:15]1[CH2:19][CH2:18][CH2:17][CH:16]1[CH2:20][O:21][C:22]([N:24]1[CH2:25][CH2:26][N:27]([C:30]2[CH:35]=[C:34]([N:36]3[CH2:37][CH2:38][CH2:39][CH2:40]3)[N:33]=[C:32]([N:41]3[CH2:45][CH2:44][CH2:43][CH2:42]3)[N:31]=2)[CH2:28][CH2:29]1)=[O:23] |f:2.3|. Procedure: 0.174 ml of trifluoroacetic acid are dropped into a solution of 100 mg of (-)-N'-[(1-(tert-butoxycarbonyl)pyrrolidin-2-yl)methoxycarbonyl]-N-[2,6-bis(pyrrolidin-1-yl)pyrimidin-4-yl)piperazine in 4 ml of methylene chloride. After about 18 hours, the reaction mixture is added with a 1N sodium hydroxide aqueous solution and it is extracted with methylene chloride (3×3 ml). The combined organic extracts are washed with water (2×2 ml), dried over sodium sulfate and solvent is evaporated off under red... The reactants are O (H2O), C[Si](C)(C)Cl (TMSCl), CN(C)CC1C(C2CC2CC1)(O)C1=CC(=CC(=C1)O)F (3-dimethylaminomethyl-2-(3-fluoro-5-hydroxy-phenyl)-bicyclo[4.1.0]heptan-2-ol). Run in CC(CC)=O (2-butanone). Reaction conditions: time 2 hour. Product: Cl.CN(C)CC1C(C2CC2CC1)(O)C1=CC(=CC(=C1)O)F (3-dimethylaminomethyl-2-(3-fluoro-5-hydroxy-phenyl)-bicyclo[4.1.0]heptan-2-ol hydrochloride). The yield is 29.2%. Reaction SMILES: O.C[Si]([Cl:6])(C)C.[CH3:7][N:8]([CH2:10][CH:11]1[CH2:17][CH2:16][CH:15]2[CH:13]([CH2:14]2)[C:12]1([C:19]1[CH:24]=[C:23]([OH:25])[CH:22]=[C:21]([F:26])[CH:20]=1)[OH:18])[CH3:9]>CC(=O)CC>[ClH:6].[CH3:9][N:8]([CH2:10][CH:11]1[CH2:17][CH2:16][CH:15]2[CH:13]([CH2:14]2)[C:12]1([C:19]1[CH:24]=[C:23]([OH:25])[CH:22]=[C:21]([F:26])[CH:20]=1)[OH:18])[CH3:7] |f:4.5|. Reported procedure: Add H2O (18 mg, 1.0 mmol) and TMSCl (92 mg, 0.857 mmol) to a solution of 3-dimethylaminomethyl-2-(3-fluoro-5-hydroxy-phenyl)-bicyclo[4.1.0]heptan-2-ol (218 mg, 0.781 mmol) in 2-butanone (70 mL). Then stir the reaction mixture at room temperature for 2 hours. After removal the solvent by evaporation, wash the residue with EtOAc (3 mL×2) to give 3-dimethylaminomethyl-2-(3-fluoro-5-hydroxy-phenyl)-bicyclo[4.1.0]heptan-2-ol hydrochloride as white solid (72 mg, Yield: 67.8%). 1H NMR (400 MHz, D2O) δ ... The reactants are COC(=O)C1N(C(CCC1)CC=C)C(C(CC=C)NC(=O)OC(C)(C)C)=O (6-Allyl-1-(2-tert-butoxycarbonylamino-pent-4-enoyl)-piperidine-2-carboxylic acid methyl ester), CS(=O)C (dimethylsulfoxide). The reagents and catalysts are Cl[Ru](Cl)([P](C1CCCCC1)(C2CCCCC2)C3CCCCC3)([P](C4CCCCC4)(C5CCCCC5)C6CCCCC6)=CC7=CC=CC=C7 (Grubbs catalyst). The solvent is ClCCl (dichloromethane). Conditions: time 24 hour. The product is COC(=O)[C@@H]1CCC[C@H]2N1C([C@H](CC=CC2)NC(=O)OC(C)(C)C)=O ((4S,7S,11aR)-7-tert-butoxycarbonylamino-6-oxo-1,3,4,6,7,8,11,11a-octahydro-2H-pyrido[1,2-a]azocine-4-carboxylic acid methyl ester). Reaction SMILES: [CH3:1][O:2][C:3]([CH:5]1[CH2:10][CH2:9][CH2:8][CH:7]([CH2:11]C=C)[N:6]1[C:14](=[O:27])[CH:15]([NH:19][C:20]([O:22][C:23]([CH3:26])([CH3:25])[CH3:24])=[O:21])[CH2:16][CH:17]=[CH2:18])=[O:4].CS(C)=O>ClCCl.Cl[Ru](=CC1C=CC=CC=1)([P](C1CCCCC1)(C1CCCCC1)C1CCCCC1)([P](C1CCCCC1)(C1CCCCC1)C1CCCCC1)Cl>[CH3:1][O:2][C:3]([C@H:5]1[N:6]2[C:14](=[O:27])[C@@H:15]([NH:19][C:20]([O:22][C:23]([CH3:25])([CH3:24])[CH3:26])=[O:21])[CH2:16][CH:17]=[CH:18][CH2:11][C@H:7]2[CH2:8][CH2:9][CH2:10]1)=[O:4] |^1:43,62|. Procedure: 6-Allyl-1-(2-tert-butoxycarbonylamino-pent-4-enoyl)-piperidine-2-carboxylic acid methyl ester, 40, (1.0 g, 2.6 mmol) is dissolved in dichloromethane (100 mL). Grubbs catalyst (0.5 g, 0.61 mmol) is added and the mixture is heated at reflux for 24 hours. The reaction is cooled and dimethylsulfoxide (2 mL) is added. After 24 hours, the solution is concentrated to a oil, which is purified over silica (ethyl acetate/hexanes) to afford 680 mg of the desired product. 1H NMR (CDCl3) δ 6.02 (d, J=6.6 Hz,... The reactants are E9, ClC1=NC=CC(=C1)OC1=C(C=C(C=C1)CO)F ((4-((2-chloropyridin-4-yl)oxy)-3-fluorophenyl)methanol), C(C)(C)(C)OC(=O)N1C(CN2C(N=C(C=C21)Cl)=O)(C)C (tert-butyl-7-chloro-2,2-dimethyl-5-oxo-2,3-dihydroimidazo[1,2-c]pyrimidine-1(5H)-carboxylate). Yields the product ClC1=NC=CC(=C1)OC1=C(C=C(COC=2C=C3N(C(N2)=O)CC(N3)(C)C)C=C1)F (7-((4-((2-chloropyridin-4-yl)oxy)-3-fluorobenzyl)oxy)-2,2-dimethyl-2,3-dihydroimidazo[1,2-c]pyrimidin-5(1H)-one). As a reaction SMILES: [Cl:1][C:2]1[CH:7]=[C:6]([O:8][C:9]2[CH:14]=[CH:13][C:12]([CH2:15][OH:16])=[CH:11][C:10]=2[F:17])[CH:5]=[CH:4][N:3]=1.C(OC([N:25]1[C:33]2[N:28]([C:29](=[O:35])[N:30]=[C:31](Cl)[CH:32]=2)[CH2:27][C:26]1([CH3:37])[CH3:36])=O)(C)(C)C>>[Cl:1][C:2]1[CH:7]=[C:6]([O:8][C:9]2[CH:14]=[CH:13][C:12]([CH2:15][O:16][C:31]3[CH:32]=[C:33]4[NH:25][C:26]([CH3:37])([CH3:36])[CH2:27][N:28]4[C:29](=[O:35])[N:30]=3)=[CH:11][C:10]=2[F:17])[CH:5]=[CH:4][N:3]=1. Procedure details: The title compound was prepared by a procedure similar to that described for E9 starting from (4-((2-chloropyridin-4-yl)oxy)-3-fluorophenyl)methanol and tert-butyl-7-chloro-2,2-dimethyl-5-oxo-2,3-dihydroimidazo[1,2-c]pyrimidine-1(5H)-carboxylate.